From a dataset of the Open Reaction Database (ORD), a public repository of structured organic reaction records. describe an organic reaction: reactants, conditions, products, and yield Conditions: temperature 60 celsius, time 8 hour. Reaction SMILES: C([O:3][C:4]([C:6]1([C:11]2[CH:16]=[CH:15][C:14]([C:17]3[CH:22]=[CH:21][C:20]([C:23]4[O:27][N:26]=[C:25]([CH3:28])[C:24]=4[NH:29][C:30]([O:32][C@@H:33]([C:35]4[CH:40]=[CH:39][CH:38]=[CH:37][CH:36]=4)[CH3:34])=[O:31])=[CH:19][CH:18]=3)=[CH:13][CH:12]=2)[CH2:10][CH2:9][CH2:8][CH2:7]1)=[O:5])C.[Li+].[OH-].CCOC(C)=O>O1CCOCC1>[CH3:28][C:25]1[C:24]([NH:29][C:30]([O:32][C@@H:33]([C:35]2[CH:36]=[CH:37][CH:38]=[CH:39][CH:40]=2)[CH3:34])=[O:31])=[C:23]([C:20]2[CH:21]=[CH:22][C:17]([C:14]3[CH:13]=[CH:12][C:11]([C:6]4([C:4]([OH:5])=[O:3])[CH2:10][CH2:9][CH2:8][CH2:7]4)=[CH:16][CH:15]=3)=[CH:18][CH:19]=2)[O:27][N:26]=1 |f:1.2|. The product is CC1=NOC(=C1NC(=O)O[C@H](C)C1=CC=CC=C1)C1=CC=C(C=C1)C1=CC=C(C=C1)C1(CCCC1)C(=O)O (1-{4′-[3-Methyl-4-((R)-1-phenyl-ethoxycarbonylamino)-isoxazol-5-yl]-biphenyl-4-yl}-cyclopentanecarboxylic acid). Reactants: C(C)OC(=O)C1(CCCC1)C1=CC=C(C=C1)C1=CC=C(C=C1)C1=C(C(=NO1)C)NC(=O)O[C@H](C)C1=CC=CC=C1 (1-{4′-[3-methyl-4-((R)-1-phenyl-ethoxycarbonylamino)-isoxazol-5-yl]-biphenyl-4-yl}-cyclopentanecarboxylic acid ethyl ester), [Li+].[OH-] (LiOH), CCOC(=O)C (EtOAc). Solvent: hexanes, O1CCOCC1 (1,4-dioxane). Procedure details: 1-{4′-[3-methyl-4-((R)-1-phenyl-ethoxycarbonylamino)-isoxazol-5-yl]-biphenyl-4-yl}-cyclopentanecarboxylic acid ethyl ester (0.060 g, 0.11 mmol) in 1,4-dioxane (2 mL) was treated with 1N aqueous LiOH (1 mL), and the reaction was stirred at 60° C. overnight. Acidic work-up, followed by silica gel chromatography (0-50% EtOAc in hexanes) gave the title compound.